This data is from the Open Reaction Database (ORD), a public repository of structured organic reaction records. The task is: describe an organic reaction: reactants, conditions, products, and yield Starting materials: CC(Cl)c1cccnc1, OC1=CC(C)=C(N2C=CC=C2)C=C1. Reagents/catalysts: O=C([O-])[O-].[Cs+].[Cs+] (cesium carbonate), [I-].[K+] (potassium iodide). Solvent: CN(C)C=O (DMF), CN(C)C=O (dmf), CN(C)C=O (DMF). Conditions: temperature 70 celsius, time 16 hour. Yields the product CC(C8=CC=CN=C8)OC9=CC(C)=C(N%10C=CC=C%10)C=C9. The reactants are CCNC(=O)n1ccc2cc(Oc3ccnc(NC(=O)NCC(=O)O)c3)ccc21, Cl, CC1(O)CCNCC1. Yields the product CCNC(=O)n1ccc2cc(Oc3ccnc(NC(=O)NCC(=O)N4CCC(C)(O)CC4)c3)ccc21. RXN SMILES: [CH2:1]([CH3:2])[NH:3][C:4](=[O:5])[n:6]1[cH:7][cH:8][c:9]2[cH:10][c:11]([O:15][c:16]3[cH:17][c:18]([NH:22][C:23](=[O:24])[NH:25][CH2:26][C:27](=[O:28])[OH:29])[n:19][cH:20][cH:21]3)[cH:12][cH:13][c:14]12.[ClH:30].[OH:31][C:32]1([CH3:38])[CH2:33][CH2:34][NH:35][CH2:36][CH2:37]1>>[CH2:1]([CH3:2])[NH:3][C:4](=[O:5])[n:6]1[cH:7][cH:8][c:9]2[cH:10][c:11]([O:15][c:16]3[cH:17][c:18]([NH:22][C:23](=[O:24])[NH:25][CH2:26][C:27](=[O:28])[N:35]4[CH2:34][CH2:33][C:32]([OH:31])([CH3:38])[CH2:37][CH2:36]4)[n:19][cH:20][cH:21]3)[cH:12][cH:13][c:14]12. Starting materials: C(C)(=O)N(CCCN1C(C=2C(C1=O)=CC=CC2)=O)C2=C(C=C(C=C2)C=2OC1=C(C(C2)=O)C(=C(C=C1F)F)NCCCCCC)F (2-[4-[N-acetyl-N-(3-phthalimidopropyl)amino]-3-fluorophenyl]-6,8-difluoro-5-hexylamino-4H-1-benzopyran-4-one), aqueous solution, [OH-].[Na+] (sodium hydroxide), Cl (hydrochloric acid). Run in C(C)O (ethanol). Yields the product FC=1C=C(C2=C(C(C=C(O2)C2=CC(=C(C=C2)NCCCN2C(C=3C(C2=O)=CC=CC3)=O)F)=O)C1NCCCCCC)F (6,8-Difluoro-2-[3-fluoro-4-[(3-phthalimidopropyl)amino]phenyl]-5-hexylamino-4H-1-benzopyran-4-one). The yield is 33.8%. Reaction SMILES: C([N:4]([C:19]1[CH:24]=[CH:23][C:22]([C:25]2[O:26][C:27]3[C:35]([F:36])=[CH:34][C:33]([F:37])=[C:32]([NH:38][CH2:39][CH2:40][CH2:41][CH2:42][CH2:43][CH3:44])[C:28]=3[C:29](=[O:31])[CH:30]=2)=[CH:21][C:20]=1[F:45])[CH2:5][CH2:6][CH2:7][N:8]1[C:12](=[O:13])[C:11]2=[CH:14][CH:15]=[CH:16][CH:17]=[C:10]2[C:9]1=[O:18])(=O)C.Cl.[OH-].[Na+]>C(O)C>[F:37][C:33]1[CH:34]=[C:35]([F:36])[C:27]2[O:26][C:25]([C:22]3[CH:23]=[CH:24][C:19]([NH:4][CH2:5][CH2:6][CH2:7][N:8]4[C:9](=[O:18])[C:10]5=[CH:17][CH:16]=[CH:15][CH:14]=[C:11]5[C:12]4=[O:13])=[C:20]([F:45])[CH:21]=3)=[CH:30][C:29](=[O:31])[C:28]=2[C:32]=1[NH:38][CH2:39][CH2:40][CH2:41][CH2:42][CH2:43][CH3:44] |f:2.3|. Procedure: 200 mg of Compound 31 was dissolved in 4 ml of ethanol, 2 ml of concentrated hydrochloric acid was added and the mixture was heated at reflux for 4 hours. The reaction solution was cooled on ice and adjusted to pH 8 by addition of a 10N aqueous solution of sodium hydroxide thereto, and the precipitated crystals were collected by filtration and subjected to preparative thin layer chromatography (chloroform:acetone=20:1) to give 63 mg (34%) of Compound 32. The reactants are O=C([O-])[O-], C1CC2(CC2)CN1, CCO, CS(C)=O, Nc1cc(Cl)c(Cl)cc1[N+](=O)[O-], ClCCl, [K+], [K+]. Yields the product Nc1cc(N2CCC3(CC3)C2)c(Cl)cc1[N+](=O)[O-]. Reaction SMILES: [C:20](=[O:21])([O-:22])[O-:23].[CH2:13]1[CH2:14][C:15]12[CH2:16][NH:17][CH2:18][CH2:19]2.[CH3:29][CH2:30][OH:31].[CH3:32][S:33]([CH3:34])=[O:35].[Cl:1][c:2]1[cH:3][c:4]([N+:10](=[O:11])[O-:12])[c:5]([NH2:6])[cH:7][c:8]1[Cl:9].[Cl:26][CH2:27][Cl:28].[K+:24].[K+:25]>>[Cl:1][c:2]1[cH:3][c:4]([N+:10](=[O:11])[O-:12])[c:5]([NH2:6])[cH:7][c:8]1[N:17]1[CH2:16][C:15]2([CH2:13][CH2:14]2)[CH2:19][CH2:18]1. Reactants: O=C1c2ccccc2C(=O)N1CCBr, O=C([O-])[O-], CN(C)C=O, [K+], [K+], c1ccc2c(N3CCNCC3)cccc2c1. Yields the product O=C1c2ccccc2C(=O)N1CCN1CCN(c2cccc3ccccc23)CC1. Reaction SMILES: [Br:23][CH2:24][CH2:25][N:26]1[C:27](=[O:36])[c:28]2[cH:29][cH:30][cH:31][cH:32][c:33]2[C:34]1=[O:35].[C:17](=[O:18])([O-:19])[O-:20].[CH3:37][N:38]([CH3:39])[CH:40]=[O:41].[K+:21].[K+:22].[c:1]1([N:11]2[CH2:12][CH2:13][NH:14][CH2:15][CH2:16]2)[cH:2][cH:3][cH:4][c:5]2[cH:6][cH:7][cH:8][cH:9][c:10]12>>[c:1]1([N:11]2[CH2:12][CH2:13][N:14]([CH2:24][CH2:25][N:26]3[C:27](=[O:36])[c:28]4[cH:29][cH:30][cH:31][cH:32][c:33]4[C:34]3=[O:35])[CH2:15][CH2:16]2)[cH:2][cH:3][cH:4][c:5]2[cH:6][cH:7][cH:8][cH:9][c:10]12. Reactants: ClC1=CC=CC=2N1N=C(C2C(C#C)=O)C2=CC=C(C=C2)F (1-[7-chloro-2-(4-fluorophenyl)pyrazolo[1,5-α]pyridin-3-yl]-2-propyn-1-one), Cl.C1(CCCC1)NC(=N)N (cyclopentylguanidine hydrochloride), C([O-])([O-])=O.[K+].[K+] (potassium carbonate). Solvent: CN1C(CCC1)=O (1-methyl-2-pyrrolidinone). Product: ClC1=CC=CC=2N1N=C(C2C2=NC(=NC=C2)NC2CCCC2)C2=CC=C(C=C2)F (4-[7-chloro-2-(4-fluorophenyl)pyrazolo[1,5-α]pyridin-3-yl]-N-cyclopentyl-2-pyrimidinamine). Isolated yield 43.8%. As a reaction SMILES: [Cl:1][C:2]1[N:7]2[N:8]=[C:9]([C:15]3[CH:20]=[CH:19][C:18]([F:21])=[CH:17][CH:16]=3)[C:10]([C:11](=O)[C:12]#[CH:13])=[C:6]2[CH:5]=[CH:4][CH:3]=1.Cl.[CH:23]1([NH:28][C:29]([NH2:31])=[NH:30])[CH2:27][CH2:26][CH2:25][CH2:24]1.C(=O)([O-])[O-].[K+].[K+]>CN1CCCC1=O>[Cl:1][C:2]1[N:7]2[N:8]=[C:9]([C:15]3[CH:20]=[CH:19][C:18]([F:21])=[CH:17][CH:16]=3)[C:10]([C:11]3[CH:12]=[CH:13][N:31]=[C:29]([NH:28][CH:23]4[CH2:27][CH2:26][CH2:25][CH2:24]4)[N:30]=3)=[C:6]2[CH:5]=[CH:4][CH:3]=1 |f:1.2,3.4.5|. Procedure: In a similar manner as described in Example 7 1-[7-chloro-2-(4-fluorophenyl)pyrazolo[1,5-α]pyridin-3-yl]-2-propyn-1-one (210 mg, 0.70 mmol), cyclopentylguanidine hydrochloride (291 mg, 2.1 mmol), and potassium carbonate (345 mg, 2.1 mmol) were heated at 120° C. for 1.5 hours in 1-methyl-2-pyrrolidinone (8 mL) to form 4-[7-chloro-2-(4-fluorophenyl)pyrazolo[1,5-α]pyridin-3-yl]-N-cyclopentyl-2-pyrimidinamine (125 mg, 44%) as a white foam. 1H NMR (CDCl3) δ 8.42 (d, 1H), 8.09 (d, 1H), 7.67 (dd, 2H), ... Reactants: CC(=O)Oc1cc(C(F)(F)F)ccc1C(=O)O, O=C(Cl)C(=O)Cl, ClCCl, CN(C)C=O. Yields the product CC(=O)Oc1cc(C(F)(F)F)ccc1C(=O)Cl. As a reaction SMILES: [C:1]([CH3:2])(=[O:3])[O:4][c:5]1[c:6]([C:7](=[O:8])[OH:9])[cH:10][cH:11][c:12]([C:14]([F:15])([F:16])[F:17])[cH:13]1.[Cl:18][C:19]([C:20]([Cl:21])=[O:22])=[O:23].[Cl:29][CH2:30][Cl:31].[O:24]=[CH:25][N:26]([CH3:27])[CH3:28]>>[C:1]([CH3:2])(=[O:3])[O:4][c:5]1[c:6]([C:7](=[O:8])[Cl:18])[cH:10][cH:11][c:12]([C:14]([F:15])([F:16])[F:17])[cH:13]1. Reaction conditions: time 4 hour. Starting materials: NC1=C(NC)C=CC=C1OCC1=CC=CC=C1 (2-amino-3-benzyloxy-N-methylaniline), C(OC)(OC)(OC)OC (tetramethyl orthocarbonate). Solvent: C(C)(=O)O (acetic acid). RXN SMILES: [NH2:1][C:2]1[C:9]([O:10][CH2:11][C:12]2[CH:17]=[CH:16][CH:15]=[CH:14][CH:13]=2)=[CH:8][CH:7]=[CH:6][C:3]=1[NH:4][CH3:5].[C:18]([O:25][CH3:26])(OC)(OC)OC>C(O)(=O)C>[CH2:11]([O:10][C:9]1[C:2]2[N:1]=[C:18]([O:25][CH3:26])[N:4]([CH3:5])[C:3]=2[CH:6]=[CH:7][CH:8]=1)[C:12]1[CH:17]=[CH:16][CH:15]=[CH:14][CH:13]=1. Procedure details: To a stirred solution of 2-amino-3-benzyloxy-N-methylaniline (318.5 mg) in acetic acid (3.2 ml) was added tetramethyl orthocarbonate (223.0 μl) at ambient temperature, and the reaction mixture was stirred for 4 hours. The reaction mixture was concentrated in vacuo, and to the residue were added ethyl acetate and a saturated sodium bicarbonate solution. The organic layer was washed with water and brine, dried over anhydrous magnesium sulfate, and concentrated in vacuo. The residue was triturated ... Product: C(C1=CC=CC=C1)OC1=CC=CC=2N(C(=NC21)OC)C (4-benzyloxy-2-methoxy-1-methyl-1H-benzimidazole).